From a dataset of the Open Reaction Database (ORD), a public repository of structured organic reaction records. describe an organic reaction: reactants, conditions, products, and yield The reactants are ClC1=C(C=C(C(=O)O)C=C1)S(=O)(=O)N1CCCCC1 (4-chloro-3-piperidinosulfonyl benzoic acid), CN1CCNCC1 (N-methylpiperazine). Procedure details: The reaction was carried out in a manner analogous to that of Example 37, using 30.4 g of 4-chloro-3-piperidinosulfonyl benzoic acid (0.1 mole) and 50 ml of N-methylpiperazine. As a reaction SMILES: [Cl:1][C:2]1[CH:10]=[CH:9][C:5]([C:6]([OH:8])=[O:7])=[CH:4][C:3]=1[S:11]([N:14]1[CH2:19][CH2:18][CH2:17][CH2:16][CH2:15]1)(=[O:13])=[O:12].[CH3:20][N:21]1[CH2:26][CH2:25][NH:24][CH2:23][CH2:22]1>>[ClH:1].[CH3:20][N:21]1[CH2:26][CH2:25][N:24]([C:2]2[CH:10]=[CH:9][C:5]([C:6]([OH:8])=[O:7])=[CH:4][C:3]=2[S:11]([N:14]2[CH2:19][CH2:18][CH2:17][CH2:16][CH2:15]2)(=[O:13])=[O:12])[CH2:23][CH2:22]1 |f:2.3|. Yields the product Cl.CN1CCN(CC1)C1=C(C=C(C(=O)O)C=C1)S(=O)(=O)N1CCCCC1 (4-(4-Methylpiperazine-1-yl)-3-piperidinosulfonylbenzoic acid-hydrochloride). Product: O=CCC(COCc1ccccc1)c1c[nH]c2cc(Cl)ccc12. Reactants: O=CC=CCOCc1ccccc1, CN1C(=O)C(Cc2ccccc2)NC1C(C)(C)C, CC(C)O, Clc1ccc2cc[nH]c2c1, ClCCl, O=C(O)c1ccc([N+](=O)[O-])cc1[N+](=O)[O-]. As a reaction SMILES: [CH2:1]([c:2]1[cH:3][cH:4][cH:5][cH:6][cH:7]1)[O:8][CH2:9][CH:10]=[CH:11][CH:12]=[O:13].[CH2:39]([CH:40]1[NH:41][CH:42]([C:43]([CH3:44])([CH3:45])[CH3:46])[N:47]([CH3:48])[C:49]1=[O:50])[c:51]1[cH:52][cH:53][cH:54][cH:55][cH:56]1.[CH:60]([OH:61])([CH3:62])[CH3:63].[Cl:14][c:15]1[cH:16][cH:17][c:18]2[cH:19][cH:20][nH:21][c:22]2[cH:23]1.[Cl:57][CH2:58][Cl:59].[N+:24]([c:25]1[cH:26][c:27]([N+:28]([O-:29])=[O:30])[cH:31][cH:32][c:33]1[C:34]([OH:35])=[O:36])([O-:37])=[O:38]>>[CH2:1]([c:2]1[cH:3][cH:4][cH:5][cH:6][cH:7]1)[O:8][CH2:9][CH:10]([CH2:11][CH:12]=[O:13])[c:19]1[c:18]2[cH:17][cH:16][c:15]([Cl:14])[cH:23][c:22]2[nH:21][cH:20]1. The reactants are OCCCO, COC(OC)OC, O=C1CCC(CI)C1, O, O, Cc1ccc(S(=O)(=O)O)cc1, c1ccccc1. Product: ICC1CCC2(C1)OCCCO2. RXN SMILES: [CH2:9]([CH2:10][CH2:11][OH:12])[OH:13].[CH:14]([O:15][CH3:16])([O:17][CH3:18])[O:19][CH3:20].[I:1][CH2:2][CH:3]1[CH2:4][C:5](=[O:8])[CH2:6][CH2:7]1.[OH2:21].[OH2:39].[c:22]1([CH3:23])[cH:24][cH:25][c:26]([S:27]([OH:28])(=[O:29])=[O:30])[cH:31][cH:32]1.[cH:33]1[cH:34][cH:35][cH:36][cH:37][cH:38]1>>[I:1][CH2:2][CH:3]1[CH2:4][C:5]2([CH2:6][CH2:7]1)[O:8][CH2:9][CH2:10][CH2:11][O:12]2. Reactants: ClC=1C=C(C=CC1Cl)C(C(C#CC1=CC=CC=C1)=O)CCN1CCC(CC1)(C1=CC=CC=C1)O (4-(3,4-dichlorophenyl)-6-(4-hydroxy-4-phenylpiperidino)-1-phenyl-hex-1-yne-3-one), CN(S(=O)(=O)C1=CC=C(C=C1)C)N=O (N-methyl-N-nitroso-p-toluenesulfonamide), [OH-].[K+] (potassium hydroxide), [N+](=[N-])=C (diazomethane). The solvent is C(C)OCC (diethyl ether). Reaction conditions: time 3 day. The product is ClC=1C=C(C=CC1Cl)C(C(=O)C=1C(=NNC1)C1=CC=CC=C1)CCN1CCC(CC1)(C1=CC=CC=C1)O (4-[2-(3,4-Dichlorophenyl)-4-(4-hydroxy-4-phenyl-piperidino)butyroyl]-3-phenyl-1H-pyrazole). RXN SMILES: [Cl:1][C:2]1[CH:3]=[C:4]([CH:9]([CH2:20][CH2:21][N:22]2[CH2:27][CH2:26][C:25]([OH:34])([C:28]3[CH:33]=[CH:32][CH:31]=[CH:30][CH:29]=3)[CH2:24][CH2:23]2)[C:10](=[O:19])[C:11]#[C:12][C:13]2[CH:18]=[CH:17][CH:16]=[CH:15][CH:14]=2)[CH:5]=[CH:6][C:7]=1[Cl:8].[N+:35](=[CH2:37])=[N-:36].CN(N=O)S(C1C=CC(C)=CC=1)(=O)=O.[OH-].[K+]>C(OCC)C>[Cl:1][C:2]1[CH:3]=[C:4]([CH:9]([CH2:20][CH2:21][N:22]2[CH2:23][CH2:24][C:25]([OH:34])([C:28]3[CH:29]=[CH:30][CH:31]=[CH:32][CH:33]=3)[CH2:26][CH2:27]2)[C:10]([C:11]2[C:12]([C:13]3[CH:14]=[CH:15][CH:16]=[CH:17][CH:18]=3)=[N:36][NH:35][CH:37]=2)=[O:19])[CH:5]=[CH:6][C:7]=1[Cl:8] |f:3.4|. Procedure: A solution of 4-(3,4-dichlorophenyl)-6-(4-hydroxy-4-phenylpiperidino)-1-phenyl-hex-1-yne-3-one (0.30 g) in diethyl ether (25 mL) was cooled to 0° C. and was treated with diazomethane (generated by the reaction of and ethereal solution of N-methyl-N-nitroso-p-toluenesulfonamide with ethanolic potassium hydroxide (Anal. Chem., 45, 2302, 1973)). The resulting mixture was allowed to warm to room temperature and stirred for 3 days. The solvent was evaporated. Radial chromatography, eluting with dichl...